This data is from the Open Reaction Database (ORD), a public repository of structured organic reaction records. The task is: describe an organic reaction: reactants, conditions, products, and yield As a reaction SMILES: COC1C=CC(C([NH:18][C:19]2[N:27]=[C:26]([Cl:28])[N:25]=[C:24]3[C:20]=2[N:21]=[CH:22][N:23]3[C@@H:29]2[CH2:33][C@H:32]([N:34](C(OC(C)(C)C)=O)C(OC(C)(C)C)=O)[C@@H:31]([OH:49])[C@H:30]2[OH:50])C2C=CC(OC)=CC=2)=CC=1.[C:51]([OH:57])([C:53]([F:56])([F:55])[F:54])=[O:52]>ClCCl>[F:54][C:53]([F:56])([F:55])[C:51]([OH:57])=[O:52].[NH2:34][C@H:32]1[CH2:33][C@@H:29]([N:23]2[CH:22]=[N:21][C:20]3[C:24]2=[N:25][C:26]([Cl:28])=[N:27][C:19]=3[NH2:18])[C@H:30]([OH:50])[C@@H:31]1[OH:49] |f:3.4|. The product is FC(C(=O)O)(F)F.N[C@@H]1[C@H]([C@H]([C@@H](C1)N1C2=NC(=NC(=C2N=C1)N)Cl)O)O ((1S,2R,3S,5R)-3-Amino-5-(6-amino-2-chloro-purin-9-yl)-cyclopentane-1,2-diol trifluoroacetate). The solvent is ClCCl (dichloromethane). Reaction conditions: time 18 hour. The reactants are COC1=CC=C(C=C1)C(C1=CC=C(C=C1)OC)NC1=C2N=CN(C2=NC(=N1)Cl)[C@H]1[C@@H]([C@@H]([C@H](C1)N(C(=O)OC(C)(C)C)C(=O)OC(C)(C)C)O)O ((1R,2S,3R,5S)-3-(6-{[Bis-(4-methoxy-phenyl)-methyl]-amino}-2-chloro-purin-9-yl)-5-(di-Boc-amino)-cyclopentane-1,2-diol), C(=O)(C(F)(F)F)O (TFA). Procedure: (1R,2S,3R,5S)-3-(6-{[Bis-(4-methoxy-phenyl)-methyl]-amino}-2-chloro-purin-9-yl)-5-(di-Boc-amino)-cyclopentane-1,2-diol (600 mg, 0.84 mmol) is dissolved in dichloromethane (4 ml). TFA (2 ml) is added and the reaction mixture is stirred at room temperature. The reaction is shown to be complete by LCMS after 18 hours. The solvent is removed in vacuo and the title compound is obtained after purification by reverse phase column chromatography (Isolute™ C18, 0-100% acetonitrile in water—0.1% TFA). 1H ... Reactants: CC#CC(CC(=O)OC)c1ccc(OCC2=CC3(CCC2)CCC(O)C3)cc1, ClC(Cl)Cl, [Na+], [Na+], O=S([O-])[O-]. Yields the product CC#CC(CC(=O)OC)c1ccc(OCC2=CC3(CCC2)CCC(=O)C3)cc1. As a reaction SMILES: [CH3:1][O:2][C:3]([CH2:4][CH:5]([C:6]#[C:7][CH3:8])[c:9]1[cH:10][cH:11][c:12]([O:15][CH2:16][C:17]2=[CH:18][C:19]3([CH2:20][CH2:21][CH:22]([OH:24])[CH2:23]3)[CH2:25][CH2:26][CH2:27]2)[cH:13][cH:14]1)=[O:28].[CH:35]([Cl:36])([Cl:37])[Cl:38].[Na+:33].[Na+:34].[S:29]([O-:30])([O-:31])=[O:32]>>[CH3:1][O:2][C:3]([CH2:4][CH:5]([C:6]#[C:7][CH3:8])[c:9]1[cH:10][cH:11][c:12]([O:15][CH2:16][C:17]2=[CH:18][C:19]3([CH2:20][CH2:21][C:22](=[O:24])[CH2:23]3)[CH2:25][CH2:26][CH2:27]2)[cH:13][cH:14]1)=[O:28]. The reactants are O[C@H](C(=O)N1CCOCC1)C (4-[(S)-2-hydroxypropionyl]morpholine), O1CCCC=C1 (3,4-dihydro-2H-pyran). The reagents and catalysts are O.C1(=CC=C(C=C1)S(=O)(=O)O)C (p-Toluenesulfonic acid monohydrate). Run in ClCCl (dichloromethane). Conditions: temperature 0 celsius, time 30 minute. Product: O1C(CCCC1)O[C@H](C(=O)N1CCOCC1)C (4-[(2S)-2-(3,4,5,6-tetrahydro-2H-pyran-2-yloxy)propionyl]morpholine). Isolated yield 84.0%. Reaction SMILES: [OH:1][C@@H:2]([CH3:11])[C:3]([N:5]1[CH2:10][CH2:9][O:8][CH2:7][CH2:6]1)=[O:4].[O:12]1[CH:17]=[CH:16][CH2:15][CH2:14][CH2:13]1>ClCCl.O.C1(C)C=CC(S(O)(=O)=O)=CC=1>[O:12]1[CH2:17][CH2:16][CH2:15][CH2:14][CH:13]1[O:1][C@@H:2]([CH3:11])[C:3]([N:5]1[CH2:6][CH2:7][O:8][CH2:9][CH2:10]1)=[O:4] |f:3.4|. Reported procedure: A mixture of (S)-ethyl lactate (75 g) and morpholine (164 g) was heated at 80° C. for 64 hours. The reaction solution was concentrated and the residue was subjected to silica gel chromatography (eluent: hexane/ethyl acetate=4/1 to ethyl acetate) to give 4-[(S)-2-hydroxypropionyl]-morpholine (69.4 g) as a pale yellow oily substance. p-Toluenesulfonic acid monohydrate (0.82 g) was added to a solution of 4-[(S)-2-hydroxypropionyl]morpholine (69.4 g) in dichloromethane (300 ml), to which 3,4-dihydro... The reactants are N(=O)[O-].[Na+] (sodium nitrite), C(C)(=O)[O-].[Na+] (sodium acetate), [N-]=[N+]=[N-].[Na+] (sodium azide), NC1=C(CO)C=CC(=C1)[N+](=O)[O-] (2-amino-4-nitrobenzyl alcohol). Solvent: O (water), O (water), Cl.O (hydrochloric acid H2O). Run at time 10 minute. Yields the product N(=[N+]=[N-])C1=C(CO)C=CC(=C1)[N+](=O)[O-] (2-Azido-4-nitrobenzyl alcohol). Yield: 77.9%. Reaction SMILES: [NH2:1][C:2]1[CH:9]=[C:8]([N+:10]([O-:12])=[O:11])[CH:7]=[CH:6][C:3]=1[CH2:4][OH:5].N([O-])=O.[Na+].C([O-])(=O)C.[Na+].[N-:22]=[N+:23]=[N-].[Na+]>Cl.O.O>[N:1]([C:2]1[CH:9]=[C:8]([N+:10]([O-:12])=[O:11])[CH:7]=[CH:6][C:3]=1[CH2:4][OH:5])=[N+:22]=[N-:23] |f:1.2,3.4,5.6,7.8|. Procedure: To a suspension of 2-amino-4-nitrobenzyl alcohol [(0.5 g) Bio. Org. Med. Chem (1995) 3, 2, 129] in concentrated hydrochloric acid/H2O (15 ml of 1:1 v:v) at −50 to 0° was added a solution of sodium nitrite (0.24 g) in water (2.5 ml) dropwise so the temperature did not rise above 0°. The mixture was stirred for 10 min, and added dropwise to a cooled (0°) solution of sodium acetate (3.0 g) and sodium azide (0.2 g) in water (10 ml). The resulting solid was filtered, washed with water and dried on th... Reactants: CCN, CO, O=C(NCC#CCCl)C(O)(c1ccccc1)c1ccccc1. Yields the product CCNCC#CCNC(=O)C(O)(c1ccccc1)c1ccccc1. As a reaction SMILES: [CH3:23][CH2:24][NH2:25].[CH3:26][OH:27].[Cl:1][CH2:2][C:3]#[C:4][CH2:5][NH:6][C:7]([C:8]([c:9]1[cH:10][cH:11][cH:12][cH:13][cH:14]1)([c:15]1[cH:16][cH:17][cH:18][cH:19][cH:20]1)[OH:21])=[O:22]>>[CH2:2]([C:3]#[C:4][CH2:5][NH:6][C:7]([C:8]([c:9]1[cH:10][cH:11][cH:12][cH:13][cH:14]1)([c:15]1[cH:16][cH:17][cH:18][cH:19][cH:20]1)[OH:21])=[O:22])[NH:25][CH2:24][CH3:23]. Starting materials: C(C)OC(=O)C1=CC(C2=C(N1)C=CC(C(=C2)O)=O)=O (4,7-Dihydro-4,7-dioxo-6-hydroxy-1H-cyclohepta[b]pyridine-2-carboxylic acid ethyl ester), [H-].[Na+] (sodium hydride), CN(C=O)C (dimethylformamide), BrCC(=O)OCC (Ethyl bromoacetate). Solvent: O (Water). Run at time 20 hour. Product: C(C)OC(CN1C2=C(C(C=C1C(=O)OCC)=O)C=C(C(C=C2)=O)O)=O (4,7-Dihydro-4,7-dioxo-2-ethoxycarbonyl-6-hydroxy-1H-cyclohepta[b]pyridine-1-acetic Acid Ethyl Ester). RXN SMILES: [CH2:1]([O:3][C:4]([C:6]1[NH:11][C:10]2[CH:12]=[CH:13][C:14](=[O:18])[C:15]([OH:17])=[CH:16][C:9]=2[C:8](=[O:19])[CH:7]=1)=[O:5])[CH3:2].[H-].[Na+].CN(C)C=O.Br[CH2:28][C:29]([O:31][CH2:32][CH3:33])=[O:30]>O>[CH2:32]([O:31][C:29](=[O:30])[CH2:28][N:11]1[C:6]([C:4]([O:3][CH2:1][CH3:2])=[O:5])=[CH:7][C:8](=[O:19])[C:9]2[CH:16]=[C:15]([OH:17])[C:14](=[O:18])[CH:13]=[CH:12][C:10]1=2)[CH3:33] |f:1.2|. Reported procedure: 4,7-Dihydro-4,7-dioxo-6-hydroxy-1H-cyclohepta[b]pyridine-2-carboxylic acid ethyl ester (12.0 g, described in Example 3) is added to a stirring mixture of sodium hydride (57%, 2.8 g) and dimethylformamide (400 ml) at room temperature. Ethyl bromoacetate (15.8 g) is added. The mixture is stirred at room temperature for 20 hr and poured on ice. Water is added and the mixture is extracted with chloroform. The organic extract is dried over sodium sulfate and evaporated. The residue is crystallized fr... Starting materials: ClCCl, COC(=O)c1ccc(C(=O)O)cc1, [Cl-], O, Nc1cc(Cl)ccc1NS(=O)(=O)c1ccccc1, c1ccncc1. The product is COC(=O)c1ccc(C(=O)Nc2cc(Cl)ccc2NS(=O)(=O)c2ccccc2)cc1. Reaction SMILES: [CH2:40]([Cl:41])[Cl:42].[CH3:26][O:27][C:28](=[O:29])[c:30]1[cH:31][cH:32][c:33]([C:34](=[O:35])[OH:36])[cH:37][cH:38]1.[Cl-:25].[OH2:39].[c:1]1([S:7](=[O:8])(=[O:9])[NH:10][c:11]2[c:12]([NH2:13])[cH:14][c:15]([Cl:18])[cH:16][cH:17]2)[cH:2][cH:3][cH:4][cH:5][cH:6]1.[cH:19]1[cH:20][cH:21][n:22][cH:23][cH:24]1>>[c:1]1([S:7](=[O:8])(=[O:9])[NH:10][c:11]2[c:12]([NH:13][C:34]([c:33]3[cH:32][cH:31][c:30]([C:28]([O:27][CH3:26])=[O:29])[cH:38][cH:37]3)=[O:35])[cH:14][c:15]([Cl:18])[cH:16][cH:17]2)[cH:2][cH:3][cH:4][cH:5][cH:6]1. Starting materials: C(=O)([O-])C(O)C(O)C(=O)[O-].[Na+].[K+] (potassium sodium tartrate), C12COCC(CC1)N2C2=NC=CC=C2COC2=CC=CC=1OC(OC(C12)=O)(C)C (5-((2-(3-oxa-8-azabicyclo[3.2.1]octan-8-yl)pyridin-3-yl)methoxy)-2,2-dimethyl-4H-benzo[d][1,3]dioxin-4-one), CO (MeOH), CC(C)C[AlH]CC(C)C (DIBAL-H). The solvent is C(Cl)Cl (CH2Cl2). Reaction conditions: time 2 hour. The product is C12CN(CC(CC1)O2)C2=NC=CC=C2COC2=C(C=O)C(=CC=C2)O (2-((2-(8-oxa-3-azabicyclo[3.2.1]octan-3-yl)pyridin-3-yl)methoxy)-6-hydroxybenzaldehyde). Yield: 25.0%. As a reaction SMILES: [CH:1]12[N:8]([C:9]3[C:14]([CH2:15][O:16][C:17]4[C:26]5[C:25](=O)[O:24]C(C)(C)[O:22][C:21]=5[CH:20]=[CH:19][CH:18]=4)=[CH:13][CH:12]=[CH:11][N:10]=3)[CH:5](CC1)[CH2:4][O:3][CH2:2]2.[CH3:30][CH:31](C[AlH]CC(C)C)C.CO.C(C(C(C([O-])=O)O)O)([O-])=O.[Na+].[K+]>C(Cl)Cl>[CH:4]12[O:3][CH:2]([CH2:30][CH2:31]1)[CH2:1][N:8]([C:9]1[C:14]([CH2:15][O:16][C:17]3[CH:18]=[CH:19][CH:20]=[C:21]([OH:22])[C:26]=3[CH:25]=[O:24])=[CH:13][CH:12]=[CH:11][N:10]=1)[CH2:5]2 |f:3.4.5|. Procedure: To a cooled (−78° C.) solution of 5-((2-(3-oxa-8-azabicyclo[3.2.1]octan-8-yl)pyridin-3-yl)methoxy)-2,2-dimethyl-4H-benzo[d][1,3]dioxin-4-one (0.11 g, 0.28 mmol) in CH2Cl2 was added DIBAL-H (0.85 mL, 1M in CH2Cl2) and reaction mixture was allowed to warm to ambient temperature over 3 hours. The reaction mixture was then cooled (−78° C.) and MeOH was added followed by saturated potassium sodium tartrate solution (300 μL). This mixture was stirred for 2 hours at ambient temperature and filtered ove... Starting materials: C1COCCN1, O=C(C=Cc1ccc(Cl)c(Cl)c1)N1CCC(=O)N(CCCI)CC1, [I-], [Na+]. Yields the product O=C(C=Cc1ccc(Cl)c(Cl)c1)N1CCC(=O)N(CCCN2CCOCC2)CC1. Reaction SMILES: [CH2:25]1[CH2:26][O:27][CH2:28][CH2:29][NH:30]1.[Cl:1][c:2]1[cH:3][c:4]([CH:9]=[CH:10][C:11](=[O:12])[N:13]2[CH2:14][CH2:15][N:16]([CH2:21][CH2:22][CH2:23][I:24])[C:17](=[O:20])[CH2:18][CH2:19]2)[cH:5][cH:6][c:7]1[Cl:8].[I-:32].[Na+:31]>>[Cl:1][c:2]1[cH:3][c:4]([CH:9]=[CH:10][C:11](=[O:12])[N:13]2[CH2:14][CH2:15][N:16]([CH2:21][CH2:22][CH2:23][N:30]3[CH2:25][CH2:26][O:27][CH2:28][CH2:29]3)[C:17](=[O:20])[CH2:18][CH2:19]2)[cH:5][cH:6][c:7]1[Cl:8].